Dataset: the Open Reaction Database (ORD), a public repository of structured organic reaction records. Task: describe an organic reaction: reactants, conditions, products, and yield Starting materials: acetoacetic esters, C=C1CC(=O)O1 (diketene), C=C1CC(=O)O1 (diketene), C(O)(O)=O.NC(=N)N (guanidine carbonate), 4-Hydroxypyrimidines, 4-hydroxy-pyrimidines, C=C1CC(=O)O1 (diketene), CCN(CC)C1=NC(=CC(=N1)OP(=S)(OC)OC)C (pirimiphos-methyl), CCN(CC)C1=NC(=CC(=N1)OP(=S)(OCC)OCC)C (pirimiphos-ethyl), acetoacetic ester, NC(=N)N (guanidine). Product: NC1=NC(=CC(=N1)O)C (2-amino-4-hydroxy-6-methylpyrimidine). Yield: 14.0%. RXN SMILES: CC[N:3]([C:6]1[N:11]=[C:10]([O:12]P(OC)(OC)=S)[CH:9]=[C:8]([CH3:19])[N:7]=1)CC.CCN(C1N=C(OP(OCC)(OCC)=S)C=C(C)N=1)CC.NC(N)=N.C=C1OC(=O)C1.C(=O)(O)O.NC(N)=N>>[NH2:3][C:6]1[N:11]=[C:10]([OH:12])[CH:9]=[C:8]([CH3:19])[N:7]=1 |f:4.5|. Procedure: 4-Hydroxypyrimidines bearing an amino group at the 2-position are intermediates for the preparation of various fungicidal and insecticidal products, including for example, the insecticides pirimiphos-methyl and pirimiphos-ethyl. They have been made by the condensation of an acetoacetic ester with a guanidine under basic conditions. Since acetoacetic esters may be prepared from diketene it was thought that synthesis of 4-hydroxy-pyrimidines from diketene itself would be possible. Various attempts... Reaction SMILES: [OH:1][CH2:2][CH2:3][CH2:4][CH2:5][NH:6][S:7]([C:10]1[CH:15]=[CH:14][C:13](Br)=[CH:12][CH:11]=1)(=[O:9])=[O:8].[CH3:17][C:18]1[CH:19]=[C:20](B(O)O)[CH:21]=[CH:22][CH:23]=1>>[OH:1][CH2:2][CH2:3][CH2:4][CH2:5][NH:6][S:7]([C:10]1[CH:15]=[CH:14][C:13]([C:22]2[CH:21]=[CH:20][CH:19]=[C:18]([CH3:17])[CH:23]=2)=[CH:12][CH:11]=1)(=[O:9])=[O:8]. The product is OCCCCNS(=O)(=O)C1=CC=C(C=C1)C1=CC(=CC=C1)C (3′-Methylbiphenyl-4-sulfonic acid-(4-hydroxybutyl)-amide). The reactants are OCCCCNS(=O)(=O)C1=CC=C(C=C1)Br (4-bromophenyl-sulfonic acid-(4-hydroxybutyl)-amide), CC=1C=C(C=CC1)B(O)O (3-methylphenyl boronic acid). Reported procedure: Using a method analogous to that described in Example 40, 4-bromophenyl-sulfonic acid-(4-hydroxybutyl)-amide and 3-methylphenyl boronic acid were reacted to give the title compound as a white solid. δC (DMSO, 62.9 MHz): 21.1, 25.8, 29.5, 42.6, 60.2, 124.1, 127.1, 127.3, 129.0, 138.4, 138.6, 139.2 and 143.9. The reactants are BrCC(=O)N(CCC=1C=NC(=CC1)C(F)(F)F)C1=CC(=C(C=C1)C)C (2-bromo-N-(3,4-dimethyl-phenyl)-N-[2-(6-trifluoromethyl-pyridin-3-yl)-ethyl]-acetamide), CC=1NC2=C(N1)C=CC=C2 (2-methylbenzimidazole), C([O-])([O-])=O.[K+].[K+] (potassium carbonate). Run in C(C)#N (acetonitrile), CC(C)(C)OC (TBME). Yields the product CC=1C=C(C=CC1C)N(C(CN1C(=NC2=C1C=CC=C2)C)=O)CCC=2C=NC(=CC2)C(F)(F)F (N-(3,4-Dimethyl-phenyl)-2-(2-methyl-benzoimidazol-1-yl)-N-[2-(6-trifluoromethyl-pyridin-3-yl)-ethyl]-acetamide). Yield: 57.6%. As a reaction SMILES: Br[CH2:2][C:3]([N:5]([C:18]1[CH:23]=[CH:22][C:21]([CH3:24])=[C:20]([CH3:25])[CH:19]=1)[CH2:6][CH2:7][C:8]1[CH:9]=[N:10][C:11]([C:14]([F:17])([F:16])[F:15])=[CH:12][CH:13]=1)=[O:4].[CH3:26][C:27]1[NH:28][C:29]2[CH:35]=[CH:34][CH:33]=[CH:32][C:30]=2[N:31]=1.C(=O)([O-])[O-].[K+].[K+]>C(#N)C.CC(OC)(C)C>[CH3:25][C:20]1[CH:19]=[C:18]([N:5]([CH2:6][CH2:7][C:8]2[CH:9]=[N:10][C:11]([C:14]([F:17])([F:16])[F:15])=[CH:12][CH:13]=2)[C:3](=[O:4])[CH2:2][N:28]2[C:29]3[CH:35]=[CH:34][CH:33]=[CH:32][C:30]=3[N:31]=[C:27]2[CH3:26])[CH:23]=[CH:22][C:21]=1[CH3:24] |f:2.3.4|. Procedure: A suspension of 2-bromo-N-(3,4-dimethyl-phenyl)-N-[2-(6-trifluoromethyl-pyridin-3-yl)-ethyl]-acetamide (134 mg, 0.32 mmol), 2-methylbenzimidazole (85 mg, 0.65 mmol) and potassium carbonate (67 mg, 0.48 mmol) in acetonitrile (1 mL) was irradiated in the microwave for 20 min. at 140° C. The reaction mixture was diluted with TBME (15 mL) and washed with water (15 mL) and brine (15 mL). The aqueous layers were extracted with tert-butylmethylether (15 mL) and the combined organic layers dried over so... Starting materials: ClC1=CC(=C(N(S(=O)(=O)C2=CC=C(C=C2)C)C)C=C1)[N+](=O)[O-] (4′-chloro-N-methyl-2′-nitro-p-toluenesulfonanilide), stannous chloride, C([O-])(O)=O.[Na+] (sodium bicarbonate). Solvent: C(C)O (ethanol). Run at time 45 minute. Product: NC1=C(N(S(=O)(=O)C2=CC=C(C=C2)C)C)C=CC(=C1)Cl (2′-Amino-4′-chloro-N-methyl-p-toluenesulfonanilide). Isolated yield 80.4%. Reaction SMILES: [Cl:1][C:2]1[CH:19]=[CH:18][C:5]([N:6]([CH3:17])[S:7]([C:10]2[CH:15]=[CH:14][C:13]([CH3:16])=[CH:12][CH:11]=2)(=[O:9])=[O:8])=[C:4]([N+:20]([O-])=O)[CH:3]=1.C(=O)(O)[O-].[Na+]>C(O)C>[NH2:20][C:4]1[CH:3]=[C:2]([Cl:1])[CH:19]=[CH:18][C:5]=1[N:6]([CH3:17])[S:7]([C:10]1[CH:11]=[CH:12][C:13]([CH3:16])=[CH:14][CH:15]=1)(=[O:9])=[O:8] |f:1.2|. Procedure details: A mixture of 4′-chloro-N-methyl-2′-nitro-p-toluenesulfonanilide (7.11 g (20.9 mmol)), stannous chloride (14.7 g (62.6 mmol)) and ethanol (100.0 ml) was stirred at room temperature for 45 minutes, and at 50° C. for 16 hours. After being allowed to cool to room temperature, the reaction mixture was neutralized with a saturated aqueous solution of sodium bicarbonate and the insolubles were removed by filtration. The filtrate was extracted with ethyl acetate and the extract was dried over anhydrous ... Reactants: C#Cc1cccc(C)c1, Cc1nc(I)cn1-c1cnn(C)c(=O)c1. The product is Cc1cccc(C#Cc2cn(-c3cnn(C)c(=O)c3)c(C)n2)c1. Reaction SMILES: [C:16](#[CH:17])[c:18]1[cH:19][c:20]([CH3:24])[cH:21][cH:22][cH:23]1.[I:1][c:2]1[n:3][c:4]([CH3:15])[n:5](-[c:7]2[cH:8][c:9](=[O:14])[n:10]([CH3:13])[n:11][cH:12]2)[cH:6]1>>[c:2]1([C:17]#[C:16][c:18]2[cH:19][c:20]([CH3:24])[cH:21][cH:22][cH:23]2)[n:3][c:4]([CH3:15])[n:5](-[c:7]2[cH:8][c:9](=[O:14])[n:10]([CH3:13])[n:11][cH:12]2)[cH:6]1.